Dataset: the Open Reaction Database (ORD), a public repository of structured organic reaction records. Task: describe an organic reaction: reactants, conditions, products, and yield Starting materials: CCOC(=O)/N=N/C(=O)OCC (DEAD), CC(CC=1N=C(N(C1)C(C1=CC=CC=C1)(C1=CC=CC=C1)C1=CC=CC=C1)CC(O)C1=CC=C(C=C1)C1=NC=C(C=C1)F)(CC)C (2-[4-(2,2-dimethylbutyl)-1-trityl-1H-imidazol-2-yl]-1-[4-(5-fluoropyridin-2-yl)phenyl]ethanol), C1(=CC=CC=C1)P(=O)(C1=CC=CC=C1)N=[N+]=[N-] (diphenylphosphoryl azide), C1(=CC=CC=C1)P(C1=CC=CC=C1)C1=CC=CC=C1 (triphenylphosphine). Solvent: O1CCCC1 (tetrahydrofuran). Run at time 8 hour. Yields the product N(=[N+]=[N-])C(CC=1N(C=C(N1)CC(CC)(C)C)C(C1=CC=CC=C1)(C1=CC=CC=C1)C1=CC=CC=C1)C1=CC=C(C=C1)C1=NC=C(C=C1)F (2-(4-{1-azido-2-[4-(2,2-dimethylbutyl)-1-trityl-1H-imidazol-2-yl]ethyl}phenyl)-5-fluoropyridine). Reaction SMILES: CCOC(/N=N/C(OCC)=O)=O.[CH3:13][C:14]([CH3:58])([CH2:56][CH3:57])[CH2:15][C:16]1[N:17]=[C:18]([CH2:40][CH:41]([C:43]2[CH:48]=[CH:47][C:46]([C:49]3[CH:54]=[CH:53][C:52]([F:55])=[CH:51][N:50]=3)=[CH:45][CH:44]=2)O)[N:19]([C:21]([C:34]2[CH:39]=[CH:38][CH:37]=[CH:36][CH:35]=2)([C:28]2[CH:33]=[CH:32][CH:31]=[CH:30][CH:29]=2)[C:22]2[CH:27]=[CH:26][CH:25]=[CH:24][CH:23]=2)[CH:20]=1.C1(P([N:73]=[N+:74]=[N-:75])(C2C=CC=CC=2)=O)C=CC=CC=1.C1(P(C2C=CC=CC=2)C2C=CC=CC=2)C=CC=CC=1>O1CCCC1>[N:73]([CH:41]([C:43]1[CH:44]=[CH:45][C:46]([C:49]2[CH:54]=[CH:53][C:52]([F:55])=[CH:51][N:50]=2)=[CH:47][CH:48]=1)[CH2:40][C:18]1[N:19]([C:21]([C:28]2[CH:33]=[CH:32][CH:31]=[CH:30][CH:29]=2)([C:34]2[CH:35]=[CH:36][CH:37]=[CH:38][CH:39]=2)[C:22]2[CH:27]=[CH:26][CH:25]=[CH:24][CH:23]=2)[CH:20]=[C:16]([CH2:15][C:14]([CH3:13])([CH3:58])[CH2:56][CH3:57])[N:17]=1)=[N+:74]=[N-:75]. Reported procedure: DEAD (72 μL, 0.46 mmol) was added to an ambient temperature solution of 2-[4-(2,2-dimethylbutyl)-1-trityl-1H-imidazol-2-yl]-1-[4-(5-fluoropyridin-2-yl)phenyl]ethanol (140 mg, 0.23 mmol), diphenylphosphoryl azide (0.1 mL, 0.46 mmol) and triphenylphosphine (150 mg, 0.57 mmol) in tetrahydrofuran (5 mL). After stirring at ambient temperature overnight, the reaction mixture was concentrated. Chromatography over silica eluting with 0-60% ethyl acetate/hexane afforded 2-(4-{1-azido-2-[4-(2,2-dimethylbu... Starting materials: O=S1(CCN(CC1)C(=O)C=1NC2=CC=C(C=C2C1)C(=O)N1CCN(CC1)C(C)C)=O ([2-(1,1-Dioxo-thiomorpholine-4-carbonyl)-1H-indol-5-yl]-(4-isopropyl-piperazin-1-yl)-methanone), CC=1C=C(C=CC1)B(O)O (3-methylphenylboronic acid), N1=CC=CC=C1 (pyridine). Reagents/catalysts: C(C)(=O)[O-].[Cu+2].C(C)(=O)[O-] (copper(II) acetate). Solvent: C(Cl)(Cl)Cl (chloroforme). The product is O=S1(CCN(CC1)C(=O)C=1N(C2=CC=C(C=C2C1)C(=O)N1CCN(CC1)C(C)C)C=1C=C(C=CC1)C)=O ((1,1-Dioxo-thiomorpholin-4-yl)-[5-(4-isopropyl-piperazine-1-carbonyl)-1-m-tolyl-1H-indol-2-yl]-methanone). Yield: 94.0%. As a reaction SMILES: [O:1]=[S:2]1(=[O:30])[CH2:7][CH2:6][N:5]([C:8]([C:10]2[NH:11][C:12]3[C:17]([CH:18]=2)=[CH:16][C:15]([C:19]([N:21]2[CH2:26][CH2:25][N:24]([CH:27]([CH3:29])[CH3:28])[CH2:23][CH2:22]2)=[O:20])=[CH:14][CH:13]=3)=[O:9])[CH2:4][CH2:3]1.[CH3:31][C:32]1[CH:33]=[C:34](B(O)O)[CH:35]=[CH:36][CH:37]=1.N1C=CC=CC=1>C([O-])(=O)C.[Cu+2].C([O-])(=O)C.C(Cl)(Cl)Cl>[O:30]=[S:2]1(=[O:1])[CH2:7][CH2:6][N:5]([C:8]([C:10]2[N:11]([C:36]3[CH:37]=[C:32]([CH3:31])[CH:33]=[CH:34][CH:35]=3)[C:12]3[C:17]([CH:18]=2)=[CH:16][C:15]([C:19]([N:21]2[CH2:22][CH2:23][N:24]([CH:27]([CH3:28])[CH3:29])[CH2:25][CH2:26]2)=[O:20])=[CH:14][CH:13]=3)=[O:9])[CH2:4][CH2:3]1 |f:3.4.5|. Procedure: The title compound was synthesized in analogy to example 66, from [2-(1,1-dioxo-thiomorpholine-4-carbonyl)-1H-indol-5-yl]-(4-isopropyl-piperazin-1-yl)-methanone (example 1), 3-methylphenylboronic acid, copper(II) acetate, pyridine and using chloroforme instead of dichloromethane as solvent, to give the desired product as a colorless foam (94%). The reactants are isomeric mixture, OC1=C(SC(=C1)N1C=NC2=C1C=NC(=C2)OC)C(=O)OC (methyl 3-hydroxy-5-(6-methoxy-3H-imidazo[4,5-c]pyridin-3-yl)thiophene-2-carboxylate), OC1=C(SC(=C1)N1C=NC=2C=NC(=CC21)OC)C(=O)OC (methyl 3-hydroxy-5-(6-methoxy-1H-imidazo[4,5-c]pyridin-1-yl)thiophene-2-carboxylate), C(=O)([O-])[O-].[K+].[K+] (K2CO3), BrCC1=C(C=CC=C1)C(F)(F)F (1-(bromomethyl)-2-(trifluoromethyl)benzene), ice water. Solvent: CN(C=O)C (N,N-dimethylformamide). Run at time 12 hour. Yields the product COC1=CC2=C(C=N1)N=CN2C2=CC(=C(S2)C(=O)OC)OCC2=C(C=CC=C2)C(F)(F)F (Methyl 5-(6-methoxy-1H-imidazo[4,5-c]pyridin-1-yl)-3-{[2-(trifluoromethyl)benzyl]oxy}thiophene-2-carboxylate). RXN SMILES: OC1C=C(N2C3C=NC(OC)=CC=3N=C2)SC=1C(OC)=O.[OH:22][C:23]1[CH:27]=[C:26]([N:28]2[C:36]3[CH:35]=[C:34]([O:37][CH3:38])[N:33]=[CH:32][C:31]=3[N:30]=[CH:29]2)[S:25][C:24]=1[C:39]([O:41][CH3:42])=[O:40].C([O-])([O-])=O.[K+].[K+].Br[CH2:50][C:51]1[CH:56]=[CH:55][CH:54]=[CH:53][C:52]=1[C:57]([F:60])([F:59])[F:58]>CN(C)C=O>[CH3:38][O:37][C:34]1[N:33]=[CH:32][C:31]2[N:30]=[CH:29][N:28]([C:26]3[S:25][C:24]([C:39]([O:41][CH3:42])=[O:40])=[C:23]([O:22][CH2:50][C:51]4[CH:56]=[CH:55][CH:54]=[CH:53][C:52]=4[C:57]([F:58])([F:59])[F:60])[CH:27]=3)[C:36]=2[CH:35]=1 |f:2.3.4|. Reported procedure: To a solution of 1.20 g of an isomeric mixture of methyl 3-hydroxy-5-(6-methoxy-3H-imidazo[4,5-c]pyridin-3-yl)thiophene-2-carboxylate and methyl 3-hydroxy-5-(6-methoxy-1H-imidazo[4,5-c]pyridin-1-yl)thiophene-2-carboxylate (example C6) in 15 ml anhydrous N,N-dimethylformamide were added 0.65 g of K2CO3 and 1.12 g of 1-(bromomethyl)-2-(trifluoromethyl)benzene under a nitrogen atmosphere. The reaction mixture was stirred for 12 h at room temperature and poured into 400 ml of ice water. The resultin... Reactants: C(C)(C)(C)OC(=O)N(C)CC1=C(C(C(=O)O)=CC=C1)C(=O)O (3-[(t-butoxycarbonyl-methyl-amino)-methyl]-phthalic acid), Cl.NC1C(=O)NC(CC1)=O (α-aminoglutarimide hydrochloride). Run in N1=CC=CC=C1 (pyridine). Product: C(C)(C)(C)OC(N(C)CC1=C2C(N(C(C2=CC=C1)=O)C1C(NC(CC1)=O)=O)=O)=O ([2-(2,6-dioxo-piperidin-3-yl)-1,3-dioxo-2,3-dihydro-1H-isoindol-4-ylmethyl]-methyl-carbamic acid t-butyl ester). Isolated yield 59.6%. RXN SMILES: [C:1]([O:5][C:6]([N:8]([CH2:10][C:11]1[CH:19]=[CH:18][CH:17]=[C:13]([C:14]([OH:16])=O)[C:12]=1[C:20]([OH:22])=O)[CH3:9])=[O:7])([CH3:4])([CH3:3])[CH3:2].Cl.[NH2:24][CH:25]1[CH2:31][CH2:30][C:29](=[O:32])[NH:28][C:26]1=[O:27]>N1C=CC=CC=1>[C:1]([O:5][C:6](=[O:7])[N:8]([CH2:10][C:11]1[CH:19]=[CH:18][CH:17]=[C:13]2[C:12]=1[C:20](=[O:22])[N:24]([CH:25]1[CH2:31][CH2:30][C:29](=[O:32])[NH:28][C:26]1=[O:27])[C:14]2=[O:16])[CH3:9])([CH3:2])([CH3:3])[CH3:4] |f:1.2|. Procedure: A stirred mixture of 3-[(t-butoxycarbonyl-methyl-amino)-methyl]-phthalic acid (2.3 g, 7.1 mmol) from above and α-aminoglutarimide hydrochloride (1.3 g, 7.8 mmol) in pyridine (40 mL) was refluxed for 5 hours. The mixture was cooled and concentrated in vacuo. The residue was dissolved in EtOAc (100 mL) and water (50 mL). The EtOAc solution was separated and washed with water (40 mL), IN citric acid (2×40 mL), water (2×40 mL), and brine (40 mL), and then dried (MgSO4). Solvent was removed in vacuo,... The reactants are ClC=1C=C(C(=O)Cl)C=CC1Cl (3,4-dichlorobenzoyl chloride), CN(C)C1=NC=CC=C1 (dimethylaminopyridine), C(C1=CC=CC=C1)OC=1C=C2C(=CNC2=CC1)C=C1C(NC(S1)=O)=O (5-Benzyloxy-3-(2,4-dioxo-thiazolidin-5-ylidene-methyl)-indole). Solvent: N1=CC=CC=C1 (pyridine). Conditions: time 18 hour. Yields the product C(C1=CC=CC=C1)OC=1C=C2C(=CN(C2=CC1)C(C1=CC(=C(C=C1)Cl)Cl)=O)C=C1C(NC(S1)=O)=O (5-benzyloxy-N-(3,4-dichlorobenzoyl)-3-(2,4-dioxo-thiazolidin-5-ylidene-methyl)-indole). RXN SMILES: [CH2:1]([O:8][C:9]1[CH:10]=[C:11]2[C:15](=[CH:16][CH:17]=1)[NH:14][CH:13]=[C:12]2[CH:18]=[C:19]1[S:23][C:22](=[O:24])[NH:21][C:20]1=[O:25])[C:2]1[CH:7]=[CH:6][CH:5]=[CH:4][CH:3]=1.[Cl:26][C:27]1[CH:28]=[C:29]([CH:33]=[CH:34][C:35]=1[Cl:36])[C:30](Cl)=[O:31].CN(C1C=CC=CN=1)C>N1C=CC=CC=1>[CH2:1]([O:8][C:9]1[CH:10]=[C:11]2[C:15](=[CH:16][CH:17]=1)[N:14]([C:30](=[O:31])[C:29]1[CH:33]=[CH:34][C:35]([Cl:36])=[C:27]([Cl:26])[CH:28]=1)[CH:13]=[C:12]2[CH:18]=[C:19]1[S:23][C:22](=[O:24])[NH:21][C:20]1=[O:25])[C:2]1[CH:3]=[CH:4][CH:5]=[CH:6][CH:7]=1. Procedure details: 5-Benzyloxy-3-(2,4-dioxo-thiazolidin-5-ylidene-methyl)-indole (Example 1, Step A; 10 mg) was dissolved in pyridine (1.5 mL) and 3,4-dichlorobenzoyl chloride (35 mg) and a trace of dimethylaminopyridine were added. The mixture was stirred at 50-60° for 18 hrs until the reaction was determined to be complete by TLC. Volatiles were removed under reduced pressure and the residue was washed with water and ether; 10 mg; consistent nmr and ms (m\e 525 (M+1); greater than 95% by HPLC. RXN SMILES: [Cl:11][c:12]1[n:13][cH:14][c:15]([C:16](=[O:17])[NH2:18])[cH:19][cH:20]1.[K+:21].[K+:22].[O-:23][C:24]([O-:25])=[O:26].[O:28]=[CH:29][N:30]([CH3:31])[CH3:32].[OH2:27].[OH:1][CH2:2][CH2:3][c:4]1[cH:5][cH:6][c:7]([OH:10])[cH:8][cH:9]1>>[OH:1][CH2:2][CH2:3][c:4]1[cH:5][cH:6][c:7]([O:10][c:12]2[n:13][cH:14][c:15]([C:16](=[O:17])[NH2:18])[cH:19][cH:20]2)[cH:8][cH:9]1. Reactants: NC(=O)c1ccc(Cl)nc1, [K+], [K+], O=C([O-])[O-], CN(C)C=O, O, OCCc1ccc(O)cc1. Product: NC(=O)c1ccc(Oc2ccc(CCO)cc2)nc1. Starting materials: [Al+3], O=C(O)c1cccc2[nH]c(=S)sc12, Cl, [H-], [H-], [H-], [H-], [Li+], C1CCOC1, O. Product: OCc1cccc2[nH]c(=S)sc12. RXN SMILES: [Al+3:15].[C:1](=[O:2])([OH:3])[c:4]1[cH:5][cH:6][cH:7][c:8]2[nH:9][c:10](=[S:13])[s:11][c:12]12.[ClH:20].[H-:14].[H-:17].[H-:18].[H-:19].[Li+:16].[O:21]1[CH2:22][CH2:23][CH2:24][CH2:25]1.[OH2:26]>>[CH2:1]([OH:2])[c:4]1[cH:5][cH:6][cH:7][c:8]2[nH:9][c:10](=[S:13])[s:11][c:12]12. Reactants: C(C1=CC=CC=C1)N1C(N(CC1)C=1SC(=C(N1)C)C(=O)O)=O (2-(3-benzyl-2-oxoimidazolidin-1-yl)-4-methylthiazole-5-carboxylic acid), CC=1N=C(SC1C(=O)O)N1C(N(CC1)CCCCC)=O (4-methyl-2-(2-oxo-3-pentylimidazolidin-1-yl)thiazole-5-carboxylic acid), NCC=1C=NC=CC1 (3-(aminomethyl)pyridine). Product: CC=1N=C(SC1C(=O)NCC=1C=NC=CC1)N1C(N(CC1)CCCCC)=O (4-methyl-2-(2-oxo-3-pentylimidazolidin-1-yl)-N-(pyridin-3-ylmethyl)thiazole-5-carboxamide). Isolated yield 40.0%. As a reaction SMILES: [CH2:1]([N:8]1[CH2:12][CH2:11][N:10]([C:13]2[S:14][C:15]([C:19]([OH:21])=O)=[C:16]([CH3:18])[N:17]=2)[C:9]1=[O:22])[C:2]1[CH:7]=[CH:6][CH:5]=CC=1.CC1N=C(N2CCN(CCCCC)C2=O)SC=1C(O)=O.[NH2:43][CH2:44][C:45]1[CH:46]=[N:47][CH:48]=[CH:49][CH:50]=1>>[CH3:18][C:16]1[N:17]=[C:13]([N:10]2[CH2:11][CH2:12][N:8]([CH2:1][CH2:2][CH2:7][CH2:6][CH3:5])[C:9]2=[O:22])[S:14][C:15]=1[C:19]([NH:43][CH2:44][C:45]1[CH:46]=[N:47][CH:48]=[CH:49][CH:50]=1)=[O:21]. Procedure: Following the procedure as describe in Example 9, making variations as required to replace 2-(3-benzyl-2-oxoimidazolidin-1-yl)-4-methylthiazole-5-carboxylic acid with 4-methyl-2-(2-oxo-3-pentylimidazolidin-1-yl)thiazole-5-carboxylic acid to react with 3-(aminomethyl)pyridine, the title compound was obtained as a white powder in 40% yield: mp 102-103° C. (ethyl acetate/hexanes); 1H NMR (300 MHz, CDCl3) δ 8.54-8.43 (m, 2H), 7.63 (d, J=7.5 Hz, 1H), 7.21-7.17 (m, 1H), 6.50 (br s, 1H), 4.54 (J=5.8 Hz... Reactants: CC1=CC=C(C=C1)S(=O)(=O)N1C=C(C2=CC=CC=C12)CCl (1-(4-methylbenzenesulfonyl)-3-chloromethyl-1H-indole), N1CCNCCC1 (homopiperazine). Product: CC1=CC=C(C=C1)S(=O)(=O)N1C=C(C2=CC=CC=C12)CN1CCNCCC1 (1-[[1-(4-methylbenzenesulfonyl)-indol-3-yl]methyl][1,4]diazepane). RXN SMILES: [CH3:1][C:2]1[CH:7]=[CH:6][C:5]([S:8]([N:11]2[C:19]3[C:14](=[CH:15][CH:16]=[CH:17][CH:18]=3)[C:13]([CH2:20]Cl)=[CH:12]2)(=[O:10])=[O:9])=[CH:4][CH:3]=1.[NH:22]1[CH2:28][CH2:27][CH2:26][NH:25][CH2:24][CH2:23]1>>[CH3:1][C:2]1[CH:7]=[CH:6][C:5]([S:8]([N:11]2[C:19]3[C:14](=[CH:15][CH:16]=[CH:17][CH:18]=3)[C:13]([CH2:20][N:22]3[CH2:28][CH2:27][CH2:26][NH:25][CH2:24][CH2:23]3)=[CH:12]2)(=[O:10])=[O:9])=[CH:4][CH:3]=1. Reported procedure: Using essentially the same procedure as described in example 127, 1-(4-methylbenzenesulfonyl)-3-chloromethyl-1H-indole was reacted with homopiperazine to obtain the above derivative. Starting materials: BrC1=CC=C(C=C1)NC=1OCC(C1C(=O)OCC)=O (ethyl 2-[(4-bromophenyl)amino]-4-oxo-4,5-dihydrofuran-3-carboxylate), N1C=C(C2=CC=CN=C12)C=O (7-azaindole-3-carboxaldehyde), N1CCCCC1 (piperidine). Run in C(C)O (ethanol). Yields the product N1C=C(C=2C1=NC=CC2)C=C2C(C(=C(O2)NC2=CC=C(C=C2)Br)C(=O)OCC)=O (Ethyl 5-[(1H-pyrrolo[2,3-b]pyridin-3-yl)methylene]-2-[(4-bromophenyl)amino]-4-oxo-4,5-dihydrofuran-3-carboxylate). Isolated yield 35.9%. RXN SMILES: [Br:1][C:2]1[CH:7]=[CH:6][C:5]([NH:8][C:9]2[O:10][CH2:11][C:12](=[O:19])[C:13]=2[C:14]([O:16][CH2:17][CH3:18])=[O:15])=[CH:4][CH:3]=1.[NH:20]1[C:28]2[C:23](=[CH:24][CH:25]=[CH:26][N:27]=2)[C:22]([CH:29]=O)=[CH:21]1.N1CCCCC1>C(O)C>[NH:20]1[C:28]2=[N:27][CH:26]=[CH:25][CH:24]=[C:23]2[C:22]([CH:29]=[C:11]2[O:10][C:9]([NH:8][C:5]3[CH:4]=[CH:3][C:2]([Br:1])=[CH:7][CH:6]=3)=[C:13]([C:14]([O:16][CH2:17][CH3:18])=[O:15])[C:12]2=[O:19])=[CH:21]1. Reported procedure: To a solution of ethyl 2-[(4-bromophenyl)amino]-4-oxo-4,5-dihydrofuran-3-carboxylate (0.15 g, 0.46 mmol) which similarly prepared according to the procedure described in the Example 4, First step and 7-azaindole-3-carboxaldehyde (0.067 g, 0.46 mmol) in ethanol (5.0 mL), piperidine (0.85 mL, 0.92 mmol) was added at ambient temperature. The mixture was refluxed for 24 h. Cooled to ambient temperature, the precipitate was collected by filtration, washed with ethanol then dried to afford the titled ...